From a dataset of the Open Reaction Database (ORD), a public repository of structured organic reaction records. describe an organic reaction: reactants, conditions, products, and yield The reactants are O (water), [H-].[Na+] (sodium hydride), CN1C=C(C2=CC=CC=C12)/C=C/C(=O)OCC (ethyl (E)-3-(1-methyl-1H-indol-3-yl)acrylate), [I-].C[S+](=O)(C)C (trimethylsulfoxonium iodide). Solvent: CS(=O)C (DMSO). Reaction conditions: time 20 minute. Yields the product CN1C=C(C2=CC=CC=C12)[C@H]1[C@@H](C1)C(=O)OCC (ethyl trans-2-(1-methyl-1H-indol-3-yl)cyclopropanecarboxylate). Yield: 21.5%. As a reaction SMILES: [H-].[Na+].[I-].[CH3:4][S+](C)(C)=O.[CH3:9][N:10]1[C:18]2[C:13](=[CH:14][CH:15]=[CH:16][CH:17]=2)[C:12](/[CH:19]=[CH:20]/[C:21]([O:23][CH2:24][CH3:25])=[O:22])=[CH:11]1.O>CS(C)=O>[CH3:9][N:10]1[C:18]2[C:13](=[CH:14][CH:15]=[CH:16][CH:17]=2)[C:12]([C@@H:19]2[CH2:4][C@H:20]2[C:21]([O:23][CH2:24][CH3:25])=[O:22])=[CH:11]1 |f:0.1,2.3|. Reported procedure: To a suspension of sodium hydride (ca 60%, 21 mg, 0.52 mmol) in DMSO (1 mL) was added trimethylsulfoxonium iodide (115 mg, 0.52 mmol), and the mixture was stirred at room temperature for 20 minutes. Then, ethyl (E)-3-(1-methyl-1H-indol-3-yl)acrylate (Synlett, (9), 1319-1322 (2006)) (100 mg, 0.44 mmol) was added to the mixture, and the mixture was stirred at room temperature for 1 hour and at 60° C. for 20 hours. After cooling to room temperature, the mixture was poured into water (30 mL), and th... Yields the product [Li+].C(CCC)SC(C1=CC(=C(C(=O)N[C@@H](CCSC)C(=O)[O-])C=C1)C1=C(C=CC=C1)C)OC(C)CC1CCCCC1 (N-[4-(1-Butylthio-3-cyclohexylprop-2-yloxymethyl)-2-(2-methylphenyl)benzoyl]methionine Lithium Salt). Reactants: COC([C@@H](NC(C1=C(C=C(C=C1)C(SCCCC)OC(C)CC1CCCCC1)C1=C(C=CC=C1)C)=O)CCSC)=O (N-[4-(1-Butylthio-3-cyclohexylprop-2-yloxymethyl)-2-(2-methylphenyl)benzoyl]methionine methyl ester), O.[OH-].[Li+] (lithium hydroxide monohydrate). Procedure details: The product from Example 1312C (242 mg, 0.4 mmol) was allowed to react with lithium hydroxide monohydrate (18 mg, 0.42 mmol) in a manner similar to that described in Example 608E to afford the title compound. 1H NMR (DMSO-d6, 300 MHz) δ0.73-0.93 (m, 2H), 0.82 (t, J=7 Hz, 3H), 1.02-1.74 (m, 20H), 1.77-2.02 (m, 6H), 2.15 (m, 1H), 2.59 (dd, J=6.5, 13 Hz, 1H), 2.72 (dd, J=4.5, 13 Hz, 1H), 3.55-3.73 (m, 2H), 4.51 (d, J=12.5 Hz, 1H), 4.65 (d, J=12.5 Hz, 1H), 6.95 (m, 1H), 7.10-7.25 (m, 4H), 7.37 (d, J... Reaction SMILES: C[O:2][C:3](=[O:41])[C@H:4]([CH2:37][CH2:38][S:39][CH3:40])[NH:5][C:6](=[O:36])[C:7]1[CH:12]=[CH:11][C:10]([CH:13]([O:19][CH:20]([CH2:22][CH:23]2[CH2:28][CH2:27][CH2:26][CH2:25][CH2:24]2)[CH3:21])[S:14][CH2:15][CH2:16][CH2:17][CH3:18])=[CH:9][C:8]=1[C:29]1[CH:34]=[CH:33][CH:32]=[CH:31][C:30]=1[CH3:35].O.[OH-].[Li+:44]>>[Li+:44].[CH2:15]([S:14][CH:13]([O:19][CH:20]([CH2:22][CH:23]1[CH2:24][CH2:25][CH2:26][CH2:27][CH2:28]1)[CH3:21])[C:10]1[CH:11]=[CH:12][C:7]([C:6]([NH:5][C@H:4]([C:3]([O-:41])=[O:2])[CH2:37][CH2:38][S:39][CH3:40])=[O:36])=[C:8]([C:29]2[CH:34]=[CH:33][CH:32]=[CH:31][C:30]=2[CH3:35])[CH:9]=1)[CH2:16][CH2:17][CH3:18] |f:1.2.3,4.5|.